This data is from the Open Reaction Database (ORD), a public repository of structured organic reaction records. The task is: describe an organic reaction: reactants, conditions, products, and yield Starting materials: Cl.C(C1=CN=CC=C1)(=O)Cl (nicotinoyl chloride hydrochloride), C([O-])(O)=O.[Na+] (sodium bicarbonate), CNCCCN1C=2C=CC=CC2CCC3=C1C=CC=C3.Cl (desipramine hydrochloride). The solvent is C(Cl)Cl (methylene chloride). Reaction conditions: temperature 5 celsius, time 5 minute. Yields the product CN(CCCN1C2=C(CC(C3=C1C=CC=C3)=C=O)C=CC=C2)C=2C=NC=CC2 (10,11-Dihydro-N-methyl-N-(3-pyridyl)-carbonyl-5H-dibenz(b,f)azepine-5-propanamine). The yield is 62.0%. RXN SMILES: Cl.C(Cl)(=O)[C:3]1[CH:8]=[CH:7][CH:6]=[N:5][CH:4]=1.[C:11](=[O:14])(O)[O-].[Na+].[CH3:16][NH:17][CH2:18][CH2:19][CH2:20][N:21]1[C:31]2[CH:32]=[CH:33][CH:34]=[CH:35][C:30]=2[CH2:29][CH2:28][C:27]2[CH:26]=[CH:25][CH:24]=[CH:23][C:22]1=2.Cl>C(Cl)Cl>[CH3:16][N:17]([C:3]1[CH:4]=[N:5][CH:6]=[CH:7][CH:8]=1)[CH2:18][CH2:19][CH2:20][N:21]1[C:22]2[CH:23]=[CH:24][CH:25]=[CH:26][C:27]=2[C:28](=[C:11]=[O:14])[CH2:29][C:30]2[CH:35]=[CH:34][CH:33]=[CH:32][C:31]1=2 |f:0.1,2.3,4.5|. Procedure: Freshly prepared nicotinoyl chloride hydrochloride (0.55 g, 0.003 mol) was suspended in methylene chloride (12 ml) cooled to 5° C. and sodium bicarbonate (0.053 g, 0.0063 mol) was added. After 5 minutes, desipramine hydrochloride (0.75 g, 0.0025 mol) was added and the mixture was stirred for 3 hours at 5° C. The sodium chloride was removed by filtration and the organic solution was extracted with aqueous sodium bicarbonate, dried over sodium sulfate, filtered through Celite™ and concentrated. Et... Starting materials: C(C1=CC=CC=C1)(=O)OC1CN(C1)C=1OC=C(N1)C(=O)OC (3-benzoyloxy-1-(4-methoxycarbonyl-1,3-oxazol-2-yl)azetidine), C[O-].[Na+] (sodium methoxide), Cl (hydrogen chloride). RXN SMILES: C([O:9][CH:10]1[CH2:13][N:12]([C:14]2[O:15][CH:16]=[C:17]([C:19]([O:21][CH3:22])=[O:20])[N:18]=2)[CH2:11]1)(=O)C1C=CC=CC=1.C[O-].[Na+].Cl>CO.C(Cl)Cl.O1CCOCC1>[OH:9][CH:10]1[CH2:13][N:12]([C:14]2[O:15][CH:16]=[C:17]([C:19]([O:21][CH3:22])=[O:20])[N:18]=2)[CH2:11]1 |f:1.2|. The product is OC1CN(C1)C=1OC=C(N1)C(=O)OC (3-hydroxy-1-(4-methoxycarbonyl-1,3-oxazol-2-yl)azetidine). Reported procedure: To a solution of 3-benzoyloxy-1-(4-methoxycarbonyl-1,3-oxazol-2-yl)azetidine (5.24 g, 17.3 mmol) (obtained as described in Reference Example 70(6)) in a mixture of methanol (260 ml) and methylene chloride (80 ml) was added a catalytic amount of sodium methoxide at room temperature and the mixture was stirred for 1 hour. After checking the completion of the reaction, the mixture was neutralized with 4 N hydrogen chloride gas in dioxane and concentrated under reduced pressure. The residue was puri... The yield is 77.3%. Solvent: CO (methanol), C(Cl)Cl (methylene chloride), O1CCOCC1 (dioxane). Reaction conditions: time 1 hour. Starting materials: CCCC[Sn](C=COCC)(CCCC)CCCC, COC(=O)c1nc(Cl)cc(Cl)c1Cl, [Cs+], [F-], C1COCCO1. Product: COC(=O)c1nc(C(C)=O)cc(Cl)c1Cl. Reaction SMILES: [CH2:14]([CH3:15])[O:16][CH:17]=[CH:18][Sn:19]([CH2:20][CH2:21][CH2:22][CH3:23])([CH2:24][CH2:25][CH2:26][CH3:27])[CH2:28][CH2:29][CH2:30][CH3:31].[Cl:1][c:2]1[c:3]([C:10](=[O:11])[O:12][CH3:13])[n:4][c:5]([Cl:9])[cH:6][c:7]1[Cl:8].[Cs+:33].[F-:32].[O:34]1[CH2:35][CH2:36][O:37][CH2:38][CH2:39]1>>[Cl:1][c:2]1[c:3]([C:10](=[O:11])[O:12][CH3:13])[n:4][c:5]([C:14]([CH3:15])=[O:16])[cH:6][c:7]1[Cl:8]. The reactants are aqueous solution, OO (hydrogen peroxide), solution, FC(C(CN1N=CN=C1)(O)C1=C(C=C(C=C1)F)F)(SC)F (3,3-difluoro-2-(2',4'-difluorophenyl)-3-methylthio-1-(1H-1,2,4-triazole-1-yl)-propan-2-ol), CO (methanol), aqueous solution, S(=S)(=O)([O-])[O-].[Na+].[Na+] (sodium thiosulfate). Reagents/catalysts: O.O.[O-][W](=O)(=O)[O-].[Na+].[Na+] (sodium tungstate dihydrate). Product: FC(C(CN1N=CN=C1)(O)C1=C(C=C(C=C1)F)F)(S(=O)(=O)C)F (3,3-difluoro-2-(2',4'-difluorophenyl)-3-methylsulfonyl-1-(1H-1,2,4-triazol-1-yl)propan-2-ol), crystals. The yield is 74.0%. RXN SMILES: [F:1][C:2]([F:21])(SC)[C:3]([C:11]1[CH:16]=[CH:15][C:14]([F:17])=[CH:13][C:12]=1[F:18])([OH:10])[CH2:4][N:5]1[CH:9]=[N:8][CH:7]=[N:6]1.OO.[S:24]([O-:28])([O-])(=[O:26])=S.[Na+].[Na+].[CH3:31]O>O.O.[O-][W]([O-])(=O)=O.[Na+].[Na+]>[F:21][C:2]([F:1])([S:24]([CH3:31])(=[O:28])=[O:26])[C:3]([C:11]1[CH:16]=[CH:15][C:14]([F:17])=[CH:13][C:12]=1[F:18])([OH:10])[CH2:4][N:5]1[CH:9]=[N:8][CH:7]=[N:6]1 |f:2.3.4,6.7.8.9.10|. Procedure: To a 10 ml solution of 0.50 g (1.6 mol) of 3,3-difluoro-2-(2',4'-difluorophenyl)-3-methylthio-1-(1H-1,2,4-triazole-1-yl)-propan-2-ol [Compound (1a-1)] in methanol, 0.01 g (0.03 mmol) of sodium tungstate dihydrate was added, followed by the dropwise addition of 0.53 g (4.7 mmol) of a 30% aqueous solution of hydrogen peroxide at room temperature under stirring. The resulting mixture was stirred at room temperature for 16 hours. To the reaction mixture, a 10% aqueous solution of sodium thiosulfate ...